From a dataset of the Open Reaction Database (ORD), a public repository of structured organic reaction records. describe an organic reaction: reactants, conditions, products, and yield Reactants: ClN1C(CCC1=O)=O (N-Chlorosuccinimide), CC1=CC2=CC=CC=C2C=C1C (2,3-dimethylnaphthalene). Solvent: C(C)(=O)O (acetic acid), C(C)(=O)O (acetic acid). Product: ClC1=C(C(=CC2=CC=CC=C12)C)C (1-chloro-2,3-dimethylnaphthalene). Reaction SMILES: [Cl:1]N1C(=O)CCC1=O.[CH3:9][C:10]1[C:19]([CH3:20])=[CH:18][C:17]2[C:12](=[CH:13][CH:14]=[CH:15][CH:16]=2)[CH:11]=1>C(O)(=O)C>[Cl:1][C:18]1[C:17]2[C:12](=[CH:13][CH:14]=[CH:15][CH:16]=2)[CH:11]=[C:10]([CH3:9])[C:19]=1[CH3:20]. Procedure: N-Chlorosuccinimide (14 g) in glacial acetic acid (150 ml) was added to 2,3-dimethylnaphthalene (15.6 g) in refluxing glacial acetic acid (150 ml) over 30 min. The solution was evaporated to dryness and the residue was washed with ether (3 × 100 ml) and insoluble material discarded. The ether washings were evaporated and the residue recrystallised from ethanol to give 1-chloro-2,3-dimethylnaphthalene (1) m.p. 55°.